From a dataset of the Open Reaction Database (ORD), a public repository of structured organic reaction records. describe an organic reaction: reactants, conditions, products, and yield Reactants: C(C)(C)(C)[C@]1(OCO[C@@]23[C@H]4[C@@]56CCN([C@@H]([C@]5(C[C@@H]21)CC3)CC3=CC=C(C(=C36)O4)O)CC4CC4)C ((4bS,8R,8aS,9aR,10S,13aR,13bR)-10-tert-butyl-7-cyclopropylmethyl-5,6,7,8,9,9a,10,13b-octahydro-10-methyl-8a,13a-ethano-4,8-methanobenzofuro[3,2-e][1,3]dioxino[4,5-g]isoquinolin-1-ol), C(=O)([O-])[O-].[K+].[K+] (K2CO3), C(C1=CC=CC=C1)Br (benzyl bromide). The solvent is CC(=O)C (acetone). Reaction conditions: time 24 hour. Yields the product C(C1=CC=CC=C1)OC1=CC=C2C3=C1O[C@@H]1[C@]34CCN([C@@H]([C@@]43C[C@H]4[C@]1(OCO[C@]4(C)C(C)(C)C)CC3)C2)CC2CC2 ((4bS,8R,8aS,9aR,10S,13aR,13bR)-1-benzyloxy-10-tert-butyl-7-cyclopropylmethyl-5,6,7,8,9,9a,10,13b-octahydro-10-methyl-8a,13a-ethano-4,8-methanobenzofuro[3,2-e][1,3]dioxino[4,5-g]isoquinoline). Isolated yield 55.2%. RXN SMILES: [C:1]([C@:5]1([CH3:34])[C@@H:18]2[C@@:9]3([CH2:20][CH2:19][C@:16]4([CH2:17]2)[C@@:11]25[C:27]6[C:22](=[CH:23][CH:24]=[C:25]([OH:29])[C:26]=6[O:28][C@@H:10]32)[CH2:21][C@H:15]4[N:14]([CH2:30][CH:31]2[CH2:33][CH2:32]2)[CH2:13][CH2:12]5)[O:8][CH2:7][O:6]1)([CH3:4])([CH3:3])[CH3:2].C([O-])([O-])=O.[K+].[K+].[CH2:41](Br)[C:42]1[CH:47]=[CH:46][CH:45]=[CH:44][CH:43]=1>CC(C)=O>[CH2:41]([O:29][C:25]1[C:26]2[O:28][C@H:10]3[C@@:9]45[CH2:20][CH2:19][C@:16]6([CH2:17][C@@H:18]4[C@:5]([C:1]([CH3:4])([CH3:2])[CH3:3])([CH3:34])[O:6][CH2:7][O:8]5)[C@@:11]43[CH2:12][CH2:13][N:14]([CH2:30][CH:31]3[CH2:32][CH2:33]3)[C@@H:15]6[CH2:21][C:22]([C:27]=24)=[CH:23][CH:24]=1)[C:42]1[CH:47]=[CH:46][CH:45]=[CH:44][CH:43]=1 |f:1.2.3|. Reported procedure: To a suspension of compound 3 (1.0 g, 2.15 mMol) and K2CO3 (0.88 g, 6.45 mMol) in acetone (10 ml) was added benzyl bromide (0.31 mL, 2.15 mMol). The resulting suspension was stirred at ambient temperature for 24 h. All volatiles were removed by vacuum distillation. The crude product was purified by column chromatography on silica to give 0.66 g of the title compound 7 (54.5% yield) in a purity of 96.9% as a white solid. Starting materials: [H-].[Na+] (sodium hydride), O (water), C(C1=CC=CC=C1)(=O)CC(=O)OCC (Ethyl benzoylacetate), C(C=C)Br (allyl bromide). Run in CN(C=O)C (dimethyl formamide), C(C)(=O)O (acetic acid). The product is C(C=C)C(C(=O)OCC)C(C1=CC=CC=C1)=O (Ethyl alpha-allylbenzoylacetate). Isolated yield 84.1%. RXN SMILES: [C:1]([CH2:9][C:10]([O:12][CH2:13][CH3:14])=[O:11])(=[O:8])[C:2]1[CH:7]=[CH:6][CH:5]=[CH:4][CH:3]=1.[H-].[Na+].[CH2:17](Br)[CH:18]=[CH2:19].O>CN(C)C=O.C(O)(=O)C>[CH2:19]([CH:9]([C:1](=[O:8])[C:2]1[CH:7]=[CH:6][CH:5]=[CH:4][CH:3]=1)[C:10]([O:12][CH2:13][CH3:14])=[O:11])[CH:18]=[CH2:17] |f:1.2|. Procedure details: Ethyl benzoylacetate (6 grams) is dissolved in 40 ml of dimethyl formamide and 1.5 grams of sodium hydride is added thereto with ice cooling and stirring. Ten minutes thereafter, 4 grams of allyl bromide is added thereto, the mixture is stirred at room temperature for one hour, and poured into water. The mixture is neutralized with acetic acid, and extracted with ether. The ether extract is washed with water, dried with anhydrous magnesium sulfate, and ether is evaporated therefrom to give 6.1 g... Starting materials: C(C1=CC=C(C=C1)OC)(=O)Cl (p-anisoyl chloride), Cl (hydrochloride), C[O-].[Na+] (sodium methoxide), Cl (hydrochloride), C(C1=CC=C(C=C1)OC)(=O)Cl (p-anisoyl chloride), Cl.OC=1C=C(C(CNC(C)(C)C)O)C=CC1OC(C1=CC=C(C=C1)OC)=O (3-hydroxy-4-(p-anisoyloxy)-alpha-(tert-butylaminomethyl)-benzyl alcohol hydrochloride), Cl (hydrochloride), Cl.C(C)(C)(C)NCC(=O)C1=CC(=C(C=C1)O)O (3,4-dihydroxyphenyl tert-butylaminomethyl ketone hydrochloride), C(C)(C)(C)NCC(=O)C1=CC(=C(C=C1)OC(C1=CC=C(C=C1)OC)=O)O (3-hydroxy-4-(p-anisoyloxy)phenyl tert-butylaminomethyl ketone). Solvent: CN(C=O)C (N,N-dimethylformamide). The product is C(C)(=O)Cl (acetyl chloride), Cl.C(C1=CC=C(C=C1)OC)(=O)OC(C1=CC(=C(C=C1)OC(C1=CC=C(C=C1)OC)=O)O)CNC(C)(C)C (3-hydroxy-4-(p-anisoyloxy)-alpha-(tert-butylaminomethyl)benzyl p-anisate hydrochloride), Cl.C(C)(=O)OC(C1=CC(=C(C=C1)OC(C1=CC=C(C=C1)OC)=O)O)CNC(C)(C)C (3-hydroxy-4-(p-anisoyloxy)-alpha-(tert-butylaminomethyl)benzyl acetate hydrochloride). RXN SMILES: [ClH:1].C(N[CH2:7][C:8](C1C=CC(O)=C(O)C=1)=[O:9])(C)(C)C.C[O-].[Na+].[C:21]([Cl:31])(=[O:30])[C:22]1C=CC(OC)=CC=1.[C:32]([NH:36][CH2:37][C:38]([C:40]1[CH:45]=[CH:44][C:43]([O:46][C:47](=[O:56])[C:48]2[CH:53]=[CH:52][C:51]([O:54][CH3:55])=[CH:50][CH:49]=2)=[C:42]([OH:57])[CH:41]=1)=[O:39])([CH3:35])([CH3:34])[CH3:33].Cl.Cl.[OH:60][C:61]1[CH:62]=[C:63]([CH:72]=[CH:73][C:74]=1[O:75][C:76](=[O:85])[C:77]1[CH:82]=[CH:81][C:80]([O:83][CH3:84])=[CH:79][CH:78]=1)[CH:64]([OH:71])[CH2:65][NH:66][C:67]([CH3:70])([CH3:69])[CH3:68]>CN(C)C=O>[C:21]([Cl:31])(=[O:30])[CH3:22].[ClH:1].[C:64]([O:39][CH:38]([CH2:37][NH:36][C:32]([CH3:35])([CH3:33])[CH3:34])[C:40]1[CH:45]=[CH:44][C:43]([O:46][C:47](=[O:56])[C:48]2[CH:49]=[CH:50][C:51]([O:54][CH3:55])=[CH:52][CH:53]=2)=[C:42]([OH:57])[CH:41]=1)(=[O:71])[C:63]1[CH:72]=[CH:73][C:74]([O:75][CH3:76])=[CH:61][CH:62]=1.[ClH:31].[C:8]([O:71][CH:64]([CH2:65][NH:66][C:67]([CH3:70])([CH3:69])[CH3:68])[C:63]1[CH:72]=[CH:73][C:74]([O:75][C:76](=[O:85])[C:77]2[CH:78]=[CH:79][C:80]([O:83][CH3:84])=[CH:81][CH:82]=2)=[C:61]([OH:60])[CH:62]=1)(=[O:9])[CH3:7] |f:0.1,2.3,7.8,11.12,13.14|. Reported procedure: Using a procedure similar to that described above in Example 58A, 26 g. of 3,4-dihydroxyphenyl tert-butylaminomethyl ketone hydrochloride was reacted with 16 g. of sodium methoxide in N,N-dimethylformamide under an atmosphere of nitrogen and then 17 g. of p-anisoyl chloride was added to produce 35 g. of 3-hydroxy-4-(p-anisoyloxy)phenyl tert-butylaminomethyl ketone, m.p. 170-175° C. (dec.)(uncorr.), which was converted to 28 g. of the hydrochloride, m.p. 235° C. (dec.)(uncorr.). This hydrochlorid... The reactants are COC1=C(C=CC=C1)N1CCN(CC1)CCCl (2-[4-(2-methoxyphenyl)-1-piperazinyl]ethyl chloride), [Cl-].[NH4+] (ammonium chloride), N1=C(C=CC=C1)NC(=O)C=1NC2=C(N1)C=CC=C2 (N-(2-pyridyl)benzimidazole-2-carboxamide), [H-].[Na+] (sodium hydride). The solvent is CS(=O)C (DMSO), CS(=O)C (DMSO). Conditions: time 1 hour. The product is N1=C(C=CC=C1)NC(=O)C1=NC2=C(N1CCN1CCN(CC1)C1=C(C=CC=C1)OC)C=CC=C2 (N-(2-Pyridyl)-1-[2-(4-(2-methoxyphenyl)-1-piperazinyl)ethyl]benzimidazole-2-carboxamide). The yield is 52.1%. As a reaction SMILES: [N:1]1[CH:6]=[CH:5][CH:4]=[CH:3][C:2]=1[NH:7][C:8]([C:10]1[NH:11][C:12]2[CH:18]=[CH:17][CH:16]=[CH:15][C:13]=2[N:14]=1)=[O:9].[H-].[Na+].[CH3:21][O:22][C:23]1[CH:28]=[CH:27][CH:26]=[CH:25][C:24]=1[N:29]1[CH2:34][CH2:33][N:32]([CH2:35][CH2:36]Cl)[CH2:31][CH2:30]1.[Cl-].[NH4+]>CS(C)=O>[N:1]1[CH:6]=[CH:5][CH:4]=[CH:3][C:2]=1[NH:7][C:8]([C:10]1[N:11]([CH2:36][CH2:35][N:32]2[CH2:31][CH2:30][N:29]([C:24]3[CH:25]=[CH:26][CH:27]=[CH:28][C:23]=3[O:22][CH3:21])[CH2:34][CH2:33]2)[C:12]2[CH:18]=[CH:17][CH:16]=[CH:15][C:13]=2[N:14]=1)=[O:9] |f:1.2,4.5|. Procedure details: In an argon atmosphere, N-(2-pyridyl)benzimidazole-2-carboxamide (1.55 g) was dissolved in DMSO (20 ml), and 60% sodium hydride (0.28 g) was added and stirred at room temperature for 1 hr. A solution (7 ml) of 2-[4-(2-methoxyphenyl)-1-piperazinyl]ethyl chloride (1.65 g) in DMSO was added dropwise and stirred at room temperature overnight. The reaction solution was poured into an aqueous solution of ammonium chloride and extracted with chloroform, and the chloroform layer was dired. The residue o... Starting materials: C([O-])(O)=O.[Na+] (sodium bicarbonate), O=C(CC(=O)OCC)C1=CC=CC=C1 (ethyl 3-oxo-3-phenylpropanoate), C(CO)O (ethyleneglycol), C1(=CC=C(C=C1)S(=O)(=O)O)C (p-toluenesulfonic acid). Run in C1(=CC=CC=C1)C (toluene), C1(=CC=CC=C1)C (toluene). The product is C1(=CC=CC=C1)C1(OCCO1)CC(=O)OCC (ethyl 2-(2-phenyl-1,3-dioxolan-2-yl)acetate). RXN SMILES: [O:1]=[C:2]([C:9]1[CH:14]=[CH:13][CH:12]=[CH:11][CH:10]=1)[CH2:3][C:4]([O:6][CH2:7][CH3:8])=[O:5].[CH2:15](O)[CH2:16][OH:17].C1(C)C=CC(S(O)(=O)=O)=CC=1.C(=O)(O)[O-].[Na+]>C1(C)C=CC=CC=1>[C:9]1([C:2]2([CH2:3][C:4]([O:6][CH2:7][CH3:8])=[O:5])[O:17][CH2:16][CH2:15][O:1]2)[CH:14]=[CH:13][CH:12]=[CH:11][CH:10]=1 |f:3.4|. Reported procedure: A solution of ethyl 3-oxo-3-phenylpropanoate (23.74 g) in toluene, ethyleneglycol (23.04 g), and p-toluenesulfonic acid (200 mg) in toluene (300 mL) was stirred under reflux with a Dean-Stark trap for 15 hours. The cooled mixture was poured onto saturated aqueous sodium bicarbonate (100 mL) and the organic layer was washed with water, brine and dried over Na2SO4. Filtration and evaporation of solvent provided the title compound which was used in the next reaction without further purification. Reactants: C(=O)=O (Carbon dioxide), CN1C(=C(C=2C=CC=CC2S1(=O)=O)O)C(=O)NC=3C=CC=CN3 (piroxicam), C([C@@H]1[C@@H]2[C@@H]([C@H]([C@H](O1)O[C@@H]3[C@H](O[C@@H]([C@@H]([C@H]3O)O)O[C@@H]4[C@H](O[C@@H]([C@@H]([C@H]4O)O)O[C@@H]5[C@H](O[C@@H]([C@@H]([C@H]5O)O)O[C@@H]6[C@H](O[C@@H]([C@@H]([C@H]6O)O)O[C@@H]7[C@H](O[C@@H]([C@@H]([C@H]7O)O)O[C@@H]8[C@H](O[C@H](O2)[C@@H]([C@H]8O)O)CO)CO)CO)CO)CO)CO)O)O)O (β-cyclodextrin), N[C@@H](CCCNC(N)=N)C(=O)O (arginine). The solvent is O (water). Product: CN1C(=C(C=2C=CC=CC2S1(=O)=O)O)C(=O)NC=3C=CC=CN3.C([C@@H]1[C@@H]2[C@@H]([C@H]([C@H](O1)O[C@@H]3[C@H](O[C@@H]([C@@H]([C@H]3O)O)O[C@@H]4[C@H](O[C@@H]([C@@H]([C@H]4O)O)O[C@@H]5[C@H](O[C@@H]([C@@H]([C@H]5O)O)O[C@@H]6[C@H](O[C@@H]([C@@H]([C@H]6O)O)O[C@@H]7[C@H](O[C@@H]([C@@H]([C@H]7O)O)O[C@@H]8[C@H](O[C@H](O2)[C@@H]([C@H]8O)O)CO)CO)CO)CO)CO)CO)O)O)O.N[C@@H](CCCNC(N)=N)C(=O)O (Piroxicam β-Cyclodextrin Arginine). Reaction SMILES: [CH3:1][N:2]1[S:11](=[O:13])(=[O:12])[C:10]2[CH:9]=[CH:8][CH:7]=[CH:6][C:5]=2[C:4]([OH:14])=[C:3]1[C:15]([NH:17][C:18]1[CH:19]=[CH:20][CH:21]=[CH:22][N:23]=1)=[O:16].[CH2:24]([OH:100])[C@H:25]1[O:30][C@@H:29]2[O:31][C@H:32]3[C@H:37]([OH:38])[C@@H:36]([OH:39])[C@@H:35]([O:40][C@H:41]4[C@H:46]([OH:47])[C@@H:45]([OH:48])[C@@H:44]([O:49][C@H:50]5[C@H:55]([OH:56])[C@@H:54]([OH:57])[C@@H:53]([O:58][C@H:59]6[C@H:64]([OH:65])[C@@H:63]([OH:66])[C@@H:62]([O:67][C@H:68]7[C@H:73]([OH:74])[C@@H:72]([OH:75])[C@@H:71]([O:76][C@H:77]8[C@H:83]([OH:84])[C@@H:82]([OH:85])[C@@H:80]([O:81][C@H:26]1[C@H:27]([OH:99])[C@H:28]2[OH:98])[O:79][C@@H:78]8[CH2:86][OH:87])[O:70][C@@H:69]7[CH2:88][OH:89])[O:61][C@@H:60]6[CH2:90][OH:91])[O:52][C@@H:51]5[CH2:92][OH:93])[O:43][C@@H:42]4[CH2:94][OH:95])[O:34][C@@H:33]3[CH2:96][OH:97].[NH2:101][C@H:102]([C:110]([OH:112])=[O:111])[CH2:103][CH2:104][CH2:105][NH:106][C:107](=[NH:109])[NH2:108].C(=O)=O>O>[CH3:1][N:2]1[S:11](=[O:13])(=[O:12])[C:10]2[CH:9]=[CH:8][CH:7]=[CH:6][C:5]=2[C:4]([OH:14])=[C:3]1[C:15]([NH:17][C:18]1[CH:19]=[CH:20][CH:21]=[CH:22][N:23]=1)=[O:16].[CH2:90]([OH:91])[C@H:60]1[O:61][C@@H:62]2[O:67][C@H:68]3[C@H:73]([OH:74])[C@@H:72]([OH:75])[C@@H:71]([O:76][C@H:77]4[C@H:83]([OH:84])[C@@H:82]([OH:85])[C@@H:80]([O:81][C@H:26]5[C@H:27]([OH:99])[C@@H:28]([OH:98])[C@@H:29]([O:31][C@H:32]6[C@H:37]([OH:38])[C@@H:36]([OH:39])[C@@H:35]([O:40][C@H:41]7[C@H:46]([OH:47])[C@@H:45]([OH:48])[C@@H:44]([O:49][C@H:50]8[C@H:55]([OH:56])[C@@H:54]([OH:57])[C@@H:53]([O:58][C@H:59]1[C@H:64]([OH:65])[C@H:63]2[OH:66])[O:52][C@@H:51]8[CH2:92][OH:93])[O:43][C@@H:42]7[CH2:94][OH:95])[O:34][C@@H:33]6[CH2:96][OH:97])[O:30][C@@H:25]5[CH2:24][OH:100])[O:79][C@@H:78]4[CH2:86][OH:87])[O:70][C@@H:69]3[CH2:88][OH:89].[NH2:101][C@H:102]([C:110]([OH:112])=[O:111])[CH2:103][CH2:104][CH2:105][NH:106][C:107](=[NH:108])[NH2:109] |f:5.6.7|. Procedure: 43 grams of piroxicam, 384 grams of β-cyclodextrin and 25 grams of arginine are introduced into a reactor, along with 61 grams of diffusion agent (water). Carbon dioxide is subsequently introduced into the reactor under a pressure of 15 MPa and under a temperature of 100° C. These operating conditions are maintained for a time of one hour.